From a dataset of the Open Reaction Database (ORD), a public repository of structured organic reaction records. describe an organic reaction: reactants, conditions, products, and yield Reactants: O1CCC2=C1C=CC(=C2)C2=NN=C(O2)CCC(=O)N(C)OC (3-[5-(2,3-dihydro-1-benzofuran-5-yl)-1,3,4-oxadiazol-2-yl]-N-methoxy-N-methylpropionamide), S1C(=CC=C1)[Mg]Br.O1CCCC1 ((2-thienyl)magnesium bromide tetrahydrofuran), [Cl-].[NH4+] (ammonium chloride), O (water). Run in O1CCCC1 (tetrahydrofuran). Conditions: time 1 hour. The product is O1CCC2=C1C=CC(=C2)C2=NN=C(O2)CCC(=O)C=2SC=CC2 (3-[5-(2,3-dihydro-1-benzofuran-5-yl)-1,3,4-oxadiazol-2-yl]-1-(2-thienyl)propan-1-one). The yield is 40.9%. Reaction SMILES: [O:1]1[C:5]2[CH:6]=[CH:7][C:8]([C:10]3[O:14][C:13]([CH2:15][CH2:16][C:17](N(OC)C)=[O:18])=[N:12][N:11]=3)=[CH:9][C:4]=2[CH2:3][CH2:2]1.[S:23]1[CH:27]=[CH:26][CH:25]=[C:24]1[Mg]Br.O1CCCC1.[Cl-].[NH4+].O>O1CCCC1>[O:1]1[C:5]2[CH:6]=[CH:7][C:8]([C:10]3[O:14][C:13]([CH2:15][CH2:16][C:17]([C:24]4[S:23][CH:27]=[CH:26][CH:25]=4)=[O:18])=[N:12][N:11]=3)=[CH:9][C:4]=2[CH2:3][CH2:2]1 |f:1.2,3.4|. Reported procedure: To a solution of 3-[5-(2,3-dihydro-1-benzofuran-5-yl)-1,3,4-oxadiazol-2-yl]-N-methoxy-N-methylpropionamide (2.50 g, 8.24 mmol) in tetrahydrofuran (50 mL) was added 1 M (2-thienyl)magnesium bromide-tetrahydrofuran solution (9.9 mL, 9.9 mmol), and the resulting mixture was stirred at room temperature for 1 hr. A saturated aqueous ammonium chloride solution (50 mL) and water were added to the reaction mixture, and the mixture was extracted with ethyl acetate. The organic layer was washed with satur... Reactants: [Ag+], O=C([O-])O, CCCn1c(Cn2ccnc2-c2cccc(F)n2)nc2cnccc21, CC(=O)C(=O)O, ClCCl, O=[N+]([O-])[O-], [Na+], O, O=S(=O)(O)O. As a reaction SMILES: [Ag+:46].[C:37](=[O:38])([OH:39])[O-:40].[CH2:1]([CH2:2][CH3:3])[n:4]1[c:5]([CH2:13][n:14]2[c:15](-[c:19]3[cH:20][cH:21][cH:22][c:23]([F:25])[n:24]3)[n:16][cH:17][cH:18]2)[n:6][c:7]2[c:8]1[cH:9][cH:10][n:11][cH:12]2.[CH3:26][C:27](=[O:28])[C:29](=[O:30])[OH:31].[Cl:47][CH2:48][Cl:49].[N+:42]([O-:43])([O-:44])=[O:45].[Na+:41].[OH2:50].[S:32](=[O:33])(=[O:34])([OH:35])[OH:36]>>[CH2:1]([CH2:2][CH3:3])[n:4]1[c:5]([CH2:13][n:14]2[c:15](-[c:19]3[cH:20][cH:21][cH:22][c:23]([F:25])[n:24]3)[n:16][cH:17][cH:18]2)[n:6][c:7]2[c:8]1[cH:9][cH:10][n:11][c:12]2[C:27]([CH3:26])=[O:28]. Product: CCCn1c(Cn2ccnc2-c2cccc(F)n2)nc2c(C(C)=O)nccc21. Starting materials: CN(C)CC1=C(C=CC=C1)N1CCN(CC1)C(=O)OC(C)(C)C (tert-butyl 4-{2-[(dimethylamino) methyl]phenyl}piperazinecarboxylate), C(=O)(C(F)(F)F)O (TFA). Run in C(Cl)Cl (CH2Cl2). Yields the product CN(CC1=C(C=CC=C1)N1CCNCC1)C (dimethyl[(2-piperazinylphenyl)methyl]amine). The yield is 76.0%. Reaction SMILES: [CH3:1][N:2]([CH2:4][C:5]1[CH:10]=[CH:9][CH:8]=[CH:7][C:6]=1[N:11]1[CH2:16][CH2:15][N:14](C(OC(C)(C)C)=O)[CH2:13][CH2:12]1)[CH3:3].C(O)(C(F)(F)F)=O>C(Cl)Cl>[CH3:1][N:2]([CH3:3])[CH2:4][C:5]1[CH:10]=[CH:9][CH:8]=[CH:7][C:6]=1[N:11]1[CH2:16][CH2:15][NH:14][CH2:13][CH2:12]1. Reported procedure: To tert-butyl 4-{2-[(dimethylamino)methyl]phenyl}-piperazine carboxylate (Step 2) (0.68 g, 2.1 mmol) dissolved in CH2Cl2 (12 mL) was added TFA (6 mL). After stirring the reaction at RT for 1 h, the solvent was concentrated in vacuo and the residue was partitioned between CH2Cl2 and satd NaHCO3. The organic layer was washed with brine and the combined aqueous layer were extracted with a mixture of CH2Cl2 and 30% MeOH. The combined organic layer was dried over Na2SO4, filtered and concentrated in ... RXN SMILES: [C:1]([CH3:2])(=[O:3])[O:4][CH:5]1[CH2:6][C:7]2=[C:8]([CH2:32][Cl:33])[CH2:9][CH:10]3[CH:11]4[CH2:12][CH2:13][CH:14]([CH:15]([CH2:16][CH2:17][CH2:18][CH:19]([CH3:20])[CH3:21])[CH3:22])[C:23]4([CH3:31])[CH2:24][CH2:25][CH:26]3[C:27]2([CH3:30])[CH2:28][CH2:29]1.[CH2:34]([CH2:35][CH2:36][CH3:37])[NH:38][CH2:39][CH2:40][CH2:41][CH3:42]>>[C:1]([CH3:2])(=[O:3])[O:4][CH:5]1[CH2:6][C:7]2=[C:8]([CH2:32][N:38]([CH2:34][CH2:35][CH2:36][CH3:37])[CH2:39][CH2:40][CH2:41][CH3:42])[CH2:9][CH:10]3[CH:11]4[CH2:12][CH2:13][CH:14]([CH:15]([CH2:16][CH2:17][CH2:18][CH:19]([CH3:20])[CH3:21])[CH3:22])[C:23]4([CH3:31])[CH2:24][CH2:25][CH:26]3[C:27]2([CH3:30])[CH2:28][CH2:29]1. Reactants: CC(=O)OC1CCC2(C)C(=C(CCl)CC3C2CCC2(C)C(C(C)CCCC(C)C)CCC32)C1, CCCCNCCCC. Product: CCCCN(CCCC)CC1=C2CC(OC(C)=O)CCC2(C)C2CCC3(C)C(C(C)CCCC(C)C)CCC3C2C1. Reactants: CCOC(=O)C=Cc1ccc(N(C(=O)OC(C)(C)C)C2CCN(CC3CCCC3)C2)nc1, CCO, Cl, [Na+], [OH-]. Yields the product CC(C)(C)OC(=O)N(c1ccc(C=CC(=O)O)cn1)C1CCN(CC2CCCC2)C1. As a reaction SMILES: [C:1]([CH3:2])([CH3:3])([CH3:4])[O:5][C:6](=[O:7])[N:8]([c:9]1[cH:10][cH:11][c:12]([CH:15]=[CH:16][C:17](=[O:18])[O:19][CH2:20][CH3:21])[cH:13][n:14]1)[CH:22]1[CH2:23][N:24]([CH2:27][CH:28]2[CH2:29][CH2:30][CH2:31][CH2:32]2)[CH2:25][CH2:26]1.[CH3:36][CH2:37][OH:38].[ClH:35].[Na+:34].[OH-:33]>>[C:1]([CH3:2])([CH3:3])([CH3:4])[O:5][C:6](=[O:7])[N:8]([c:9]1[cH:10][cH:11][c:12]([CH:15]=[CH:16][C:17](=[O:18])[OH:19])[cH:13][n:14]1)[CH:22]1[CH2:23][N:24]([CH2:27][CH:28]2[CH2:29][CH2:30][CH2:31][CH2:32]2)[CH2:25][CH2:26]1. Reactants: C(C)(C)(C)C1CCC(CC1)N(C1=NC2=C(N1C)C=CC(=C2)OC)CC2=CC=C(C(=O)O)C=C2 (4-{[(4-tert-Butylcyclohexyl)(5-methoxy-1-methyl-1H-benzimidazol-2-yl)amino]methyl}benzoic acid), O.N1N=NN=C1N (1H-tetraazol-5-amine monohydrate), C=1C=CC2=C(C1)N=NN2O (HOBt), CCN(C(C)C)C(C)C (DIEA), C(CCl)Cl (EDC). Run in CN(C)C=O (DMF). Reaction conditions: temperature 40 celsius. Yields the product C(C)(C)(C)C1CCC(CC1)N(C1=NC2=C(N1C)C=CC(=C2)OC)CC2=CC=C(C(=O)NC1=NN=NN1)C=C2 (4-{[(4-tert-Butylcyclohexyl)(5-methoxy-1-methyl-1H-benzimidazol-2-yl)-amino]methyl}-N-(1H-tetraazol-5-yl)benzamide). RXN SMILES: [C:1]([CH:5]1[CH2:10][CH2:9][CH:8]([N:11]([CH2:24][C:25]2[CH:33]=[CH:32][C:28]([C:29]([OH:31])=O)=[CH:27][CH:26]=2)[C:12]2[N:16]([CH3:17])[C:15]3[CH:18]=[CH:19][C:20]([O:22][CH3:23])=[CH:21][C:14]=3[N:13]=2)[CH2:7][CH2:6]1)([CH3:4])([CH3:3])[CH3:2].O.[NH:35]1[C:39]([NH2:40])=[N:38][N:37]=[N:36]1.C1C=CC2N(O)N=NC=2C=1.CCN(C(C)C)C(C)C.C(Cl)CCl>CN(C=O)C>[C:1]([CH:5]1[CH2:10][CH2:9][CH:8]([N:11]([CH2:24][C:25]2[CH:26]=[CH:27][C:28]([C:29]([NH:40][C:39]3[NH:38][N:37]=[N:36][N:35]=3)=[O:31])=[CH:32][CH:33]=2)[C:12]2[N:16]([CH3:17])[C:15]3[CH:18]=[CH:19][C:20]([O:22][CH3:23])=[CH:21][C:14]=3[N:13]=2)[CH2:7][CH2:6]1)([CH3:3])([CH3:2])[CH3:4] |f:1.2|. Procedure: To a solution of the title compound of Example 14 Step D (0.1 mmol, 45 mg), 1H-tetraazol-5-amine monohydrate (0.2 mmol, 21 mg), HOBt (0.2 mmol, 31 mg) and DIEA (0.3 mmol, 52 μL) in 1 mL of DMF was added EDC (0.2 mmol, 38 mg). The reaction was heated to 40° C. for 3 h, then concentrated under reduced pressure. The residue was taken up in ca. 2:1 dioxane/H2O and acidified with TFA, then purified by reverse-phase chromatography (Condition B). The product was lyophilized affording a white solid. 1H ... Reactants: COC(=O)C=1C(NN=C(C1)C1=CC=C(C=C1)SC)=O (4-methoxycarbonyl-6-[4-(methylthio)phenyl]-2H-pyridazin-3-one), BrCC(C)C (1-bromo-2-methylpropane). Product: C(C(C)C)N1N=C(C=C(C1=O)C(=O)OC)C1=CC=C(C=C1)SC (2-Isobutyl-4-methoxycarbonyl-6-[4-(methylthio)phenyl]-2H-pyridazin-3-one). Yield: 77.3%. As a reaction SMILES: [CH3:1][O:2][C:3]([C:5]1[C:6](=[O:19])[NH:7][N:8]=[C:9]([C:11]2[CH:16]=[CH:15][C:14]([S:17][CH3:18])=[CH:13][CH:12]=2)[CH:10]=1)=[O:4].Br[CH2:21][CH:22]([CH3:24])[CH3:23]>>[CH2:21]([N:7]1[C:6](=[O:19])[C:5]([C:3]([O:2][CH3:1])=[O:4])=[CH:10][C:9]([C:11]2[CH:16]=[CH:15][C:14]([S:17][CH3:18])=[CH:13][CH:12]=2)=[N:8]1)[CH:22]([CH3:24])[CH3:23]. Procedure details: Using 4-methoxycarbonyl-6-[4-(methylthio)phenyl]-2H-pyridazin-3-one and 1-bromo-2-methylpropane as starting materials, the procedures of Example 1 were repeated likewise, whereby the title compound was obtained in a yield of 77.3%. Starting materials: C(N)(=S)N1C[C@H]([C@H](CC1)NC(=O)C=1NC(=C(N1)Cl)CC)OCC (cis(±)-N-(1-carbamothioyl-3-ethoxypiperidin-4-yl)-4-chloro-5-ethyl-1H-imidazole-2-carboxamide), BrC(C(C(=O)OCCCC)=O)CC (butyl 3-bromo-2-oxopentanoate), Example ( 110a ). Product: ClC=1N=C(NC1CC)C(=O)N[C@@H]1[C@@H](CN(CC1)C=1SC(=C(N1)C(=O)OCCCC)CC)OCC (Butyl cis(±)-2-(4-{[(4-chloro-5-ethyl-1H-imidazol-2-yl)carbonyl]amino}-3-ethoxypiperidin-1-yl)-5-ethyl-1,3-thiazole-4-carboxylate). Isolated yield 89.0%. As a reaction SMILES: [C:1]([N:4]1[CH2:9][CH2:8][C@H:7]([NH:10][C:11]([C:13]2[NH:14][C:15]([CH2:19][CH3:20])=[C:16]([Cl:18])[N:17]=2)=[O:12])[C@H:6]([O:21][CH2:22][CH3:23])[CH2:5]1)(=[S:3])[NH2:2].Br[CH:25]([CH2:35][CH3:36])[C:26](=O)[C:27]([O:29][CH2:30][CH2:31][CH2:32][CH3:33])=[O:28]>>[Cl:18][C:16]1[N:17]=[C:13]([C:11]([NH:10][C@H:7]2[CH2:8][CH2:9][N:4]([C:1]3[S:3][C:25]([CH2:35][CH3:36])=[C:26]([C:27]([O:29][CH2:30][CH2:31][CH2:32][CH3:33])=[O:28])[N:2]=3)[CH2:5][C@H:6]2[O:21][CH2:22][CH3:23])=[O:12])[NH:14][C:15]=1[CH2:19][CH3:20]. Reported procedure: The same operation as in Example (22b) was performed using cis(±)-N-(1-carbamothioyl-3-ethoxypiperidin-4-yl)-4-chloro-5-ethyl-1H-imidazole-2-carboxamide obtained in Example (76b) (104 mg, 0.29 mmol) and butyl 3-bromo-2-oxopentanoate obtained by the method described in Example (110a) (113 mg, 0.45 mmol), to obtain 132.1 mg of the title compound (89%).